Dataset: the Open Reaction Database (ORD), a public repository of structured organic reaction records. Task: describe an organic reaction: reactants, conditions, products, and yield Starting materials: Cc1cccc(C(=N)N)c1, ClC(Cl)Cl, Cl, [Na+], [OH-]. Product: N=C(N)c1ccccc1. Reaction SMILES: [CH3:1][c:2]1[cH:3][c:4]([C:5](=[NH:6])[NH2:7])[cH:8][cH:9][cH:10]1.[CH:14]([Cl:15])([Cl:16])[Cl:17].[ClH:11].[Na+:13].[OH-:12]>>[cH:2]1[cH:3][c:4]([C:5](=[NH:6])[NH2:7])[cH:8][cH:9][cH:10]1. Reactants: CO, CCOC(C)=O, [N-]=[N+]=NC1CCc2cc(-c3cccs3)ccc21, O, O, Cl[Sn](Cl)(Cl)Cl. Yields the product NC1CCc2cc(-c3cccs3)ccc21. Reaction SMILES: [CH3:25][OH:26].[CH3:27][CH2:28][O:29][C:30](=[O:31])[CH3:32].[N:1](=[N+:2]=[N-:3])[CH:4]1[CH2:5][CH2:6][c:7]2[cH:8][c:9](-[c:13]3[s:14][cH:15][cH:16][cH:17]3)[cH:10][cH:11][c:12]21.[OH2:18].[OH2:19].[Sn:20]([Cl:21])([Cl:22])([Cl:23])[Cl:24]>>[NH2:1][CH:4]1[CH2:5][CH2:6][c:7]2[cH:8][c:9](-[c:13]3[s:14][cH:15][cH:16][cH:17]3)[cH:10][cH:11][c:12]21.